From a dataset of the Open Reaction Database (ORD), a public repository of structured organic reaction records. describe an organic reaction: reactants, conditions, products, and yield Reactants: CC1(C)CCOc2cc(Br)ccc21, C1CCOC1, CCCCCC(=O)N(C)OC, [Li]CCCC. Product: CCCCCC(=O)c1ccc2c(c1)OCCC2(C)C. Reaction SMILES: [Br:1][c:2]1[cH:3][cH:4][c:5]2[c:10]([cH:11]1)[O:9][CH2:8][CH2:7][C:6]2([CH3:12])[CH3:13].[CH2:30]1[O:31][CH2:32][CH2:33][CH2:34]1.[CH3:19][O:20][N:21]([C:22]([CH2:23][CH2:24][CH2:25][CH2:26][CH3:27])=[O:28])[CH3:29].[Li:14][CH2:15][CH2:16][CH2:17][CH3:18]>>[c:2]1([C:22]([CH2:23][CH2:24][CH2:25][CH2:26][CH3:27])=[O:28])[cH:3][cH:4][c:5]2[c:10]([cH:11]1)[O:9][CH2:8][CH2:7][C:6]2([CH3:12])[CH3:13]. Starting materials: ClC=1C=C(C(=O)NC(C)C=2C=NC(=C(C2)C)OCC(F)(F)F)C=C(N1)CO (2-chloro-6-(hydroxymethyl)-N-(1-(5-methyl-6-(2,2,2-trifluoroethoxy)pyridin-3-yl)ethyl)isonicotinamide), C(CC)(=O)N (propionamide), C1(=CC=CC=C1)P(C1=CC=CC=2C(C3=CC=CC(=C3OC12)P(C1=CC=CC=C1)C1=CC=CC=C1)(C)C)C1=CC=CC=C1 (4,5-bis(diphenylphosphino)-9,9-dimethylxanthene), P(=O)([O-])([O-])[O-].[K+].[K+].[K+] (tripotassium phosphate). The reagents and catalysts are C=1C=CC(=CC1)/C=C/C(=O)/C=C/C2=CC=CC=C2.C=1C=CC(=CC1)/C=C/C(=O)/C=C/C2=CC=CC=C2.C=1C=CC(=CC1)/C=C/C(=O)/C=C/C2=CC=CC=C2.[Pd].[Pd] (tris(dibenzylideneacetone)dipalladium(0)). Run in O1CCOCC1 (1,4-dioxane). Run at temperature 150 celsius. Yields the product OCC=1C=C(C(=O)NC(C)C=2C=NC(=C(C2)C)OCC(F)(F)F)C=C(N1)NC(CC)=O (2-(hydroxymethyl)-N-(1-(5-methyl-6-(2,2,2-trifluoroethoxy)pyridin-3-yl)ethyl)-6-propionamidoisonicotinamide). The yield is 25.0%. As a reaction SMILES: Cl[C:2]1[CH:3]=[C:4]([CH:23]=[C:24]([CH2:26][OH:27])[N:25]=1)[C:5]([NH:7][CH:8]([C:10]1[CH:11]=[N:12][C:13]([O:17][CH2:18][C:19]([F:22])([F:21])[F:20])=[C:14]([CH3:16])[CH:15]=1)[CH3:9])=[O:6].[C:28]([NH2:32])(=[O:31])[CH2:29][CH3:30].C1(P(C2C=CC=CC=2)C2C3OC4C(=CC=CC=4P(C4C=CC=CC=4)C4C=CC=CC=4)C(C)(C)C=3C=CC=2)C=CC=CC=1.P([O-])([O-])([O-])=O.[K+].[K+].[K+]>C1C=CC(/C=C/C(/C=C/C2C=CC=CC=2)=O)=CC=1.C1C=CC(/C=C/C(/C=C/C2C=CC=CC=2)=O)=CC=1.C1C=CC(/C=C/C(/C=C/C2C=CC=CC=2)=O)=CC=1.[Pd].[Pd].O1CCOCC1>[OH:27][CH2:26][C:24]1[CH:23]=[C:4]([CH:3]=[C:2]([NH:32][C:28](=[O:31])[CH2:29][CH3:30])[N:25]=1)[C:5]([NH:7][CH:8]([C:10]1[CH:11]=[N:12][C:13]([O:17][CH2:18][C:19]([F:22])([F:21])[F:20])=[C:14]([CH3:16])[CH:15]=1)[CH3:9])=[O:6] |f:3.4.5.6,7.8.9.10.11|. Procedure details: A mixture of 2-chloro-6-(hydroxymethyl)-N-(1-(5-methyl-6-(2,2,2-trifluoroethoxy)pyridin-3-yl)ethyl)isonicotinamide (17 mg, 0.04 mmol, Step-3, single enantiomer), propionamide (6 mg, 0.08 mmol), tris(dibenzylideneacetone)dipalladium(0) (1 mg, 0.8 microM), 4,5-bis(diphenylphosphino)-9,9-dimethylxanthene (1.5 mg, 2.5 microM), tripotassium phosphate (11 mg, 0.05 mmol) and 1,4-dioxane (1 mL) is heated by microwave irradiation at 150° C. for 1 hour. After cooling to room temperature, the mixture is fi... The reactants are C1(=CC=CC=C1)C1CC(NC1)=O (4-phenyl-pyrrolidin-2-one), [H-].[Na+] (sodium hydride), C(C)I (ethyl iodide). Solvent: O1CCCC1 (tetrahydrofuran). The product is C(C)N1C(CC(C1)C1=CC=CC=C1)=O (1-Ethyl-4-phenyl-pyrrolidin-2-one). Yield: 57.0%. Reaction SMILES: [C:1]1([CH:7]2[CH2:11][NH:10][C:9](=[O:12])[CH2:8]2)[CH:6]=[CH:5][CH:4]=[CH:3][CH:2]=1.[H-].[Na+].[CH2:15](I)[CH3:16]>O1CCCC1>[CH2:15]([N:10]1[CH2:11][CH:7]([C:1]2[CH:2]=[CH:3][CH:4]=[CH:5][CH:6]=2)[CH2:8][C:9]1=[O:12])[CH3:16] |f:1.2|. Reported procedure: A mixture of 4-phenyl-pyrrolidin-2-one (24.2 g; 0.15 mole) and sodium hydride (80% oil suspension)(5.4 g; 0.18 mole) in tetrahydrofuran (150 ml) is refluxed for 2.5 hrs. After cooling, ethyl iodide (29 g; 0.185 mole) is added thereto, and the resulting material is refluxed for another 5 hrs. The solvent is then evaporated off; the residue is taken up into chloroform, washed with water, dried and distilled. B.p.(0.2 mm Hg)=124°-126° C. Yield: 57%. Starting materials: CCc1cc(C(=O)O)cc(CC)c1OC, Cc1cc(Cc2ccccc2)oc1C, O=C(Cl)C(=O)Cl, [Sn]. Yields the product CCc1cc(C(=O)c2c(Cc3ccccc3)oc(C)c2C)cc(CC)c1OC. As a reaction SMILES: [CH2:1]([CH3:2])[c:3]1[cH:4][c:5]([C:6](=[O:7])[OH:8])[cH:9][c:10]([CH2:14][CH3:15])[c:11]1[O:12][CH3:13].[CH2:23]([c:24]1[cH:25][cH:26][cH:27][cH:28][cH:29]1)[c:30]1[o:31][c:32]([CH3:36])[c:33]([CH3:35])[cH:34]1.[Cl:16][C:17]([C:18]([Cl:19])=[O:20])=[O:21].[Sn:22]>>[CH2:1]([CH3:2])[c:3]1[cH:4][c:5]([C:6](=[O:8])[c:34]2[c:30]([CH2:23][c:24]3[cH:25][cH:26][cH:27][cH:28][cH:29]3)[o:31][c:32]([CH3:36])[c:33]2[CH3:35])[cH:9][c:10]([CH2:14][CH3:15])[c:11]1[O:12][CH3:13]. The reactants are CC(C)(C)[O-], C[S+](C)(C)=O, CS(C)=O, [I-], [K+], N#CC1CCC(=O)CC1. Product: N#CC1CCC2(CC1)CO2. Reaction SMILES: [CH3:10][C:11]([CH3:12])([O-:13])[CH3:14].[CH3:17][S+:18]([CH3:19])([CH3:20])=[O:21].[CH3:22][S:23]([CH3:24])=[O:25].[I-:16].[K+:15].[O:1]=[C:2]1[CH2:3][CH2:4][CH:5]([C:8]#[N:9])[CH2:6][CH2:7]1>>[O:1]1[C:2]2([CH2:3][CH2:4][CH:5]([C:8]#[N:9])[CH2:6][CH2:7]2)[CH2:10]1. The reactants are CC1=C(C(=O)O)C=C(C=C1)C (2,5-dimethylbenzoic acid), FC=1C=C(C=C(C(=O)O)C1)C(=O)O (5-fluoro-isophthalic acid). The product is CC1=C(C=C(C(=O)O)C=C1)C(=O)O (4-methyl-isophthalic acid). RXN SMILES: [CH3:1]C1C=CC(C)=CC=1C(O)=O.F[C:13]1[CH:14]=[C:15]([C:22]([OH:24])=[O:23])[CH:16]=[C:17]([CH:21]=1)[C:18]([OH:20])=[O:19]>>[CH3:1][C:14]1[CH:13]=[CH:21][C:17]([C:18]([OH:20])=[O:19])=[CH:16][C:15]=1[C:22]([OH:24])=[O:23]. Procedure details: The precursor compound was synthesized from 2,5-dimethylbenzoic acid following the procedure described for 5-fluoro-isophthalic acid.